Task: describe an organic reaction: reactants, conditions, products, and yield. Dataset: the Open Reaction Database (ORD), a public repository of structured organic reaction records Reaction SMILES: BrC1N(C(NC2C=CC=CC=2)=O)C(C2C=CN=C3NC(C4C=CC(N(C)C)=CC=4)=NC=23)CNC1.[Br:35][C:36]1[C:37]([N:46]2[CH2:51][CH2:50][N:49]([CH2:52][C:53]3[CH:54]=[N:55][CH:56]=[CH:57][CH:58]=3)[CH2:48][CH2:47]2)=[C:38]([N+:43]([O-])=O)[C:39]([NH2:42])=[N:40][CH:41]=1.[O-]S(S([O-])=O)=O.[Na+].[Na+].O=[CH:68][CH2:69][CH2:70][NH:71][C:72](=[O:78])[O:73][C:74]([CH3:77])([CH3:76])[CH3:75]>C(O)C.CN(C=O)C>[Br:35][C:36]1[C:37]([N:46]2[CH2:51][CH2:50][N:49]([CH2:52][C:53]3[CH:54]=[N:55][CH:56]=[CH:57][CH:58]=3)[CH2:48][CH2:47]2)=[C:38]2[N:43]=[C:68]([CH2:69][CH2:70][NH:71][C:72](=[O:78])[O:73][C:74]([CH3:77])([CH3:76])[CH3:75])[NH:42][C:39]2=[N:40][CH:41]=1 |f:2.3.4|. Reaction conditions: time 6 hour. Reported procedure: This was prepared using the same procedure as for 4-(6-bromo-2-(4-(dimethylamino)phenyl-3H-imidazo[4,5-b]pyridin-7-yl)-N-phenylpiperazine-1-carboxamide, but here using 5-bromo-3-nitro-4-(4-(pyridin-3-ylmethyl)piperazin-1-yl)pyridin-2-amine (64 mg, 0.16 mmol), DMF (0.15 mL), ethanol (0.85 mL), 1M Na2S2O4 (3 eq, 0.49 mmol, 0.49 mL) and tert-butyl 3-oxopropylcarbamate (prepared according to the procedure described in Tetrahedron 2003, 59, 1719) (1.1 eq, 0.18 mmol, 31 mg). After 6 h, concentration i... Run in C(C)O (ethanol), CN(C)C=O (DMF). Starting materials: BrC1CNCC(N1C(=O)NC1=CC=CC=C1)C1=C2C(=NC=C1)NC(=N2)C2=CC=C(C=C2)N(C)C (6-bromo-2-(4-(dimethylamino)phenyl-3H-imidazo[4,5-b]pyridin-7-yl)-N-phenylpiperazine-1-carboxamide), O=CCCNC(OC(C)(C)C)=O (tert-butyl 3-oxopropylcarbamate), BrC=1C(=C(C(=NC1)N)[N+](=O)[O-])N1CCN(CC1)CC=1C=NC=CC1 (5-bromo-3-nitro-4-(4-(pyridin-3-ylmethyl)piperazin-1-yl)pyridin-2-amine), [O-]S(=O)S(=O)[O-].[Na+].[Na+] (Na2S2O4). Product: BrC=1C(=C2C(=NC1)NC(=N2)CCNC(OC(C)(C)C)=O)N2CCN(CC2)CC=2C=NC=CC2 (tert-Butyl 2-(6-bromo-7-(4-(pyridin-3-ylmethyl)piperazin-1-yl)-3H-imidazo[4,5-b]pyridin-2-yl)ethylcarbamate). Isolated yield 37.0%. The reactants are O1CCOCC1 (dioxane), BrC1=CC=C(C=C1)[C@H]1CC[C@H](N1C(=O)OC(C)(C)C)C(=O)OC (1-(1,1-dimethylethyl) 2-methyl (2S,5R)-5-(4-bromophenyl)-1,2-pyrrolidinedicarboxylate), C([O-])([O-])=O.[Na+].[Na+] (sodium carbonate), CC1(OB(OC1(C)C)\C=C\C1=CC=CC=C1)C (4,4,5,5-tetramethyl-2-[(E)-2-phenylethenyl]-1,3,2-dioxaborolane). The reagents and catalysts are C=1C=CC(=CC1)[P](C=2C=CC=CC2)(C=3C=CC=CC3)[Pd]([P](C=4C=CC=CC4)(C=5C=CC=CC5)C=6C=CC=CC6)([P](C=7C=CC=CC7)(C=8C=CC=CC8)C=9C=CC=CC9)[P](C=1C=CC=CC1)(C=1C=CC=CC1)C=1C=CC=CC1 (Pd(PPh3)4). Solvent: O (water). Conditions: temperature 80 celsius, time 2 hour. The product is C1(=CC=CC=C1)/C=C/C1=CC=C(C=C1)[C@H]1CC[C@H](N1C(=O)OC(C)(C)C)C(=O)OC (1-(1,1-dimethylethyl) 2-methyl (2S,5R)-5-{4-[(E)-2-phenylethenyl]phenyl}-1,2-pyrrolidinedicarboxylate). Yield: 84.9%. RXN SMILES: Br[C:2]1[CH:7]=[CH:6][C:5]([C@@H:8]2[N:12]([C:13]([O:15][C:16]([CH3:19])([CH3:18])[CH3:17])=[O:14])[C@H:11]([C:20]([O:22][CH3:23])=[O:21])[CH2:10][CH2:9]2)=[CH:4][CH:3]=1.C(=O)([O-])[O-].[Na+].[Na+].CC1(C)C(C)(C)OB(/[CH:38]=[CH:39]/[C:40]2[CH:45]=[CH:44][CH:43]=[CH:42][CH:41]=2)O1.O1CCOCC1>C1C=CC([P]([Pd]([P](C2C=CC=CC=2)(C2C=CC=CC=2)C2C=CC=CC=2)([P](C2C=CC=CC=2)(C2C=CC=CC=2)C2C=CC=CC=2)[P](C2C=CC=CC=2)(C2C=CC=CC=2)C2C=CC=CC=2)(C2C=CC=CC=2)C2C=CC=CC=2)=CC=1.O>[C:40]1(/[CH:39]=[CH:38]/[C:2]2[CH:7]=[CH:6][C:5]([C@@H:8]3[N:12]([C:13]([O:15][C:16]([CH3:19])([CH3:18])[CH3:17])=[O:14])[C@H:11]([C:20]([O:22][CH3:23])=[O:21])[CH2:10][CH2:9]3)=[CH:4][CH:3]=2)[CH:45]=[CH:44][CH:43]=[CH:42][CH:41]=1 |f:1.2.3,^1:56,58,77,96|. Procedure: In a vial containing 1-(1,1-dimethylethyl) 2-methyl (2S,5R)-5-(4-bromophenyl)-1,2-pyrrolidinedicarboxylate (D78, 100 mg, 0.26 mmol), sodium carbonate (138 mg, 1.30 mmol), 4,4,5,5-tetramethyl-2-[(E)-2-phenylethenyl]-1,3,2-dioxaborolane (90 mg, 0.39 mmol) and Pd(PPh3)4 (30 mg, 0.026 mmol) were added dioxane (2 ml) and water (1 ml). The mixture was stirred for 2 h at 80° C. After cooling, the mixture was extracted with ethyl acetate. The organic layer was filtered by phase separator tube and evapor...